Dataset: the Open Reaction Database (ORD), a public repository of structured organic reaction records. Task: describe an organic reaction: reactants, conditions, products, and yield The reactants are C[O-].[Na+] (sodium methoxide), C(C)S (Ethanethiol), BrCCCOC1=CC=C(C(=O)N2CCC(CC2)N2C(=O)CCC3=CC=CC=C23)C=C1 (1-{1-[4-(3-bromopropoxy)benzoyl]-4-piperidinyl}-3,4-dihydrocarbostyril). Solvent: CO (methanol), CO (methanol). Conditions: time 30 minute. Product: C(C)SCCCOC1=CC=C(C(=O)N2CCC(CC2)N2C(=O)CCC3=CC=CC=C23)C=C1 (1-{1-[4-(3-ethylthiopropoxy)benzoyl]-4-piperidinyl}-3,4-dihydrocarbostyril). RXN SMILES: [CH2:1]([SH:3])[CH3:2].C[O-].[Na+].Br[CH2:8][CH2:9][CH2:10][O:11][C:12]1[CH:36]=[CH:35][C:15]([C:16]([N:18]2[CH2:23][CH2:22][CH:21]([N:24]3[C:34]4[C:29](=[CH:30][CH:31]=[CH:32][CH:33]=4)[CH2:28][CH2:27][C:25]3=[O:26])[CH2:20][CH2:19]2)=[O:17])=[CH:14][CH:13]=1>CO>[CH2:1]([S:3][CH2:8][CH2:9][CH2:10][O:11][C:12]1[CH:13]=[CH:14][C:15]([C:16]([N:18]2[CH2:23][CH2:22][CH:21]([N:24]3[C:34]4[C:29](=[CH:30][CH:31]=[CH:32][CH:33]=4)[CH2:28][CH2:27][C:25]3=[O:26])[CH2:20][CH2:19]2)=[O:17])=[CH:35][CH:36]=1)[CH3:2] |f:1.2|. Procedure details: Ethanethiol (0.125 ml) is dissolved in methanol (10 ml) and thereto is added sodium methoxide (0.11 g). The mixture is stirred at room temperature for 30 minutes. Thereto is added a solution of 1-{1-[4-(3-bromopropoxy)benzoyl]-4-piperidinyl}-3,4-dihydrocarbostyril (0.59 g) in methanol (2 ml) and the mixture is stirred at room temperature overnight. The solvent is concentrated and water is added to the residue, extracted with chloroform, dried with sodium carbonate. The solvent is distilled off a...